This data is from the Open Reaction Database (ORD), a public repository of structured organic reaction records. The task is: describe an organic reaction: reactants, conditions, products, and yield Starting materials: OC(=O)CCCC[C@@H]1SC[C@@H]2NC(=O)N[C@H]12 (biotin), N(CCO)(CCO)CCO (triethanolamine). Product: C(CCCC[C@@H]1SC[C@@H]2NC(=O)N[C@H]12)(=O)O.N(CCO)(CCO)CCO (Triethanolamine biotinate). RXN SMILES: [OH:1][C:2]([CH2:4][CH2:5][CH2:6][CH2:7][C@H:8]1[C@@H:16]2[C@@H:11]([NH:12][C:13]([NH:15]2)=[O:14])[CH2:10][S:9]1)=[O:3].[N:17]([CH2:24][CH2:25][OH:26])([CH2:21][CH2:22][OH:23])[CH2:18][CH2:19][OH:20]>>[C:2]([OH:3])(=[O:1])[CH2:4][CH2:5][CH2:6][CH2:7][C@H:8]1[C@@H:16]2[C@@H:11]([NH:12][C:13]([NH:15]2)=[O:14])[CH2:10][S:9]1.[N:17]([CH2:24][CH2:25][OH:26])([CH2:21][CH2:22][OH:23])[CH2:18][CH2:19][OH:20] |f:2.3|. Procedure details: Triethanolamine biotinate was prepared, according to the same methodology described in Example 1, by reacting biotin with triethanolamine.